The task is: describe an organic reaction: reactants, conditions, products, and yield. This data is from the Open Reaction Database (ORD), a public repository of structured organic reaction records. Starting materials: OC=1C(=CC2=C(C[C@H]3N(CC[C@@]2(C3(C)C)C)C(C(F)(F)F)=O)C1)NC(=O)C1CC1 (cyclopropanecarboxylic acid [(2R,6S)-9-hydroxy-6,11,11-trimethyl-3-(2,2,2-trifluoro-acetyl)-1,2,3,4,5,6-hexahydro-2,6-methano-benzo[d]azocin-8-yl]-amide), C1(=CC=C(C=C1)S(=O)(=O)[O-])C.[NH+]1=CC=CC=C1 (pyridinium p-toluenesulfonate). Run in C=1(C(=CC=CC1)C)C (xylene). The product is C1(CC1)C=1OC2=CC3=C([C@@]4(CCN([C@H](C3)C4(C)C)C(C(F)(F)F)=O)C)C=C2N1 (1-[(6R,10S)-2-Cyclopropyl-5,6,7,8,9,10-hexahydro-10,12,12-trimethyl-6,10-methano-oxazolo[4,5-i][3]benzazocin-7-yl]-2,2,2-trifluoro-ethanone). As a reaction SMILES: O[C:2]1[C:3]([NH:24][C:25]([CH:27]2[CH2:29][CH2:28]2)=[O:26])=[CH:4][C:5]2[C@@:12]3([CH3:16])[C:13]([CH3:15])([CH3:14])[C@H:8]([N:9]([C:17](=[O:22])[C:18]([F:21])([F:20])[F:19])[CH2:10][CH2:11]3)[CH2:7][C:6]=2[CH:23]=1.C1(C)C=CC(S([O-])(=O)=O)=CC=1.[NH+]1C=CC=CC=1>C1(C)C(C)=CC=CC=1>[CH:27]1([C:25]2[O:26][C:2]3[C:3]([N:24]=2)=[CH:4][C:5]2[C@@:12]4([CH3:16])[C:13]([CH3:14])([CH3:15])[C@@H:8]([CH2:7][C:6]=2[CH:23]=3)[N:9]([C:17](=[O:22])[C:18]([F:21])([F:20])[F:19])[CH2:10][CH2:11]4)[CH2:28][CH2:29]1 |f:1.2|. Reported procedure: A solution of cyclopropanecarboxylic acid [(2R,6S)-9-hydroxy-6,11,11-trimethyl-3-(2,2,2-trifluoro-acetyl)-1,2,3,4,5,6-hexahydro-2,6-methano-benzo[d]azocin-8-yl]-amide (0.62 g) and pyridinium p-toluenesulfonate (76 mg) in xylene (6 mL) is stirred at reflux temperature for 5 h. After cooling to room temperature, the solution is concentrated, ethyl acetate is added to the residue, and the resulting mixture is washed with water and brine. The organic solution is dried (MgSO4) and the solvent is evap... The reactants are COc1cc(Br)cc2[nH]ncc12, CC(=O)[O-], CC(=O)[O-], OB(O)c1ccc(OCc2ccccc2)c(F)c1, ClCCl, [Cu+2], c1ccncc1. Product: COc1cc(Br)cc2c1cnn2-c1ccc(OCc2ccccc2)c(F)c1. As a reaction SMILES: [Br:1][c:2]1[cH:3][c:4]([O:11][CH3:12])[c:5]2[cH:6][n:7][nH:8][c:9]2[cH:10]1.[C:40]([O-:41])(=[O:42])[CH3:43].[C:45]([O-:46])(=[O:47])[CH3:48].[CH2:13]([c:14]1[cH:15][cH:16][cH:17][cH:18][cH:19]1)[O:20][c:21]1[c:22]([F:30])[cH:23][c:24]([B:27]([OH:28])[OH:29])[cH:25][cH:26]1.[Cl:37][CH2:38][Cl:39].[Cu+2:44].[cH:31]1[cH:32][cH:33][n:34][cH:35][cH:36]1>>[Br:1][c:2]1[cH:3][c:4]([O:11][CH3:12])[c:5]2[cH:6][n:7][n:8](-[c:24]3[cH:23][c:22]([F:30])[c:21]([O:20][CH2:13][c:14]4[cH:15][cH:16][cH:17][cH:18][cH:19]4)[cH:26][cH:25]3)[c:9]2[cH:10]1.